This data is from the Open Reaction Database (ORD), a public repository of structured organic reaction records. The task is: describe an organic reaction: reactants, conditions, products, and yield The reactants are CO, CC(C)(C)OC(=O)N1CCC(N2Cc3cc(F)c([N+](=O)[O-])cc3C2=O)CC1. The product is CC(C)(C)OC(=O)N1CCC(N2Cc3cc(F)c(N)cc3C2=O)CC1. RXN SMILES: [CH3:28][OH:29].[F:1][c:2]1[cH:3][c:4]2[c:8]([cH:9][c:10]1[N+:11]([O-:12])=[O:13])[C:7](=[O:14])[N:6]([CH:15]1[CH2:16][CH2:17][N:18]([C:21](=[O:22])[O:23][C:24]([CH3:25])([CH3:26])[CH3:27])[CH2:19][CH2:20]1)[CH2:5]2>>[F:1][c:2]1[cH:3][c:4]2[c:8]([cH:9][c:10]1[NH2:11])[C:7](=[O:14])[N:6]([CH:15]1[CH2:16][CH2:17][N:18]([C:21](=[O:22])[O:23][C:24]([CH3:25])([CH3:26])[CH3:27])[CH2:19][CH2:20]1)[CH2:5]2.